Dataset: the Open Reaction Database (ORD), a public repository of structured organic reaction records. Task: describe an organic reaction: reactants, conditions, products, and yield Reactants: COC(N[C@H](C(N[C@H]([C@H](C[C@@H](NC([C@@H](NC(OC)=O)C(C)(C)C)=O)CC1=CC=C(C=C1)C1=NC=CC=C1)O)CC1=CC=CC=C1)=O)CSC)=O (methyl(1R,4S,5S,7S,10S)-4-benzyl-10-tert-butyl-5-hydroxy-1-[(methylthio)methyl]-2,9,12-trioxo-7-(4-pyridin-2-ylbenzyl)-13-oxa-3,8,11-triazatetradec-1-ylcarbamate), OOS(=O)[O-].[K+] (oxone), CO (methanol). The solvent is O (water). The product is COC(N[C@H](C(N[C@H]([C@H](C[C@@H](NC([C@@H](NC(OC)=O)C(C)(C)C)=O)CC1=CC=C(C=C1)C1=NC=CC=C1)O)CC1=CC=CC=C1)=O)CS(=O)(=O)C)=O (methyl(1R,4S,5S,7S,10S)-4-benzyl-10-tert-butyl-5-hydroxy-1-[(methylsulfonyl)methyl]-2,9,12-trioxo-7-(4-pyridin-2-ylbenzyl)-13-oxa-3,8,11-triazatetradec-1-ylcarbamate). Yield: 43.0%. RXN SMILES: [CH3:1][O:2][C:3](=[O:50])[NH:4][C@@H:5]([CH2:47]SC)[C:6](=[O:46])[NH:7][C@@H:8]([CH2:39][C:40]1[CH:45]=[CH:44][CH:43]=[CH:42][CH:41]=1)[C@@H:9]([OH:38])[CH2:10][C@H:11]([CH2:25][C:26]1[CH:31]=[CH:30][C:29]([C:32]2[CH:37]=[CH:36][CH:35]=[CH:34][N:33]=2)=[CH:28][CH:27]=1)[NH:12][C:13](=[O:24])[C@H:14]([C:20]([CH3:23])([CH3:22])[CH3:21])[NH:15][C:16](=[O:19])[O:17][CH3:18].O[O:52][S:53]([O-:55])=O.[K+].[CH3:57]O>O>[CH3:1][O:2][C:3](=[O:50])[NH:4][C@@H:5]([CH2:47][S:53]([CH3:57])(=[O:55])=[O:52])[C:6](=[O:46])[NH:7][C@@H:8]([CH2:39][C:40]1[CH:41]=[CH:42][CH:43]=[CH:44][CH:45]=1)[C@@H:9]([OH:38])[CH2:10][C@H:11]([CH2:25][C:26]1[CH:31]=[CH:30][C:29]([C:32]2[CH:37]=[CH:36][CH:35]=[CH:34][N:33]=2)=[CH:28][CH:27]=1)[NH:12][C:13](=[O:24])[C@H:14]([C:20]([CH3:23])([CH3:22])[CH3:21])[NH:15][C:16](=[O:19])[O:17][CH3:18] |f:1.2|. Reported procedure: A solution of Example 153B (20 mg, 0.028 mmol) in methanol (0.28 mL) and water (0.28 mL) was treated with oxone (52 mg, 0.082 mmol) at 25° C. for 1 h. The solvents were evaporated, and the residue was partitioned between ethyl acetate/water, the organic layer was separated, washed with brine, dried over MgSO4, filtered, and the solvents were evaporated. The crude residue was purified by silica gel chromatography eluting with a gradient of dichloromethane, 100% ethyl acetate, to 95% ethyl acetate... The reactants are CC(=O)OCCn1c(C)nc2cc(C(=O)Nc3cc(-c4cccs4)ccc3[N+](=O)[O-])ccc21, CO, CCOC(C)=O, O=C(Nc1cc(-c2cccs2)ccc1[N+](=O)[O-])c1ccc(-c2nnn[nH]2)cc1. Product: CC(=O)OCCn1c(C)nc2cc(C(=O)Nc3cc(-c4cccs4)ccc3N)ccc21. As a reaction SMILES: [C:29]([CH3:30])(=[O:31])[O:32][CH2:33][CH2:34][n:35]1[c:36]([CH3:61])[n:37][c:38]2[c:39]1[cH:40][cH:41][c:42]([C:44]([NH:45][c:46]1[c:47]([N+:57]([O-:58])=[O:59])[cH:48][cH:49][c:50](-[c:52]3[s:53][cH:54][cH:55][cH:56]3)[cH:51]1)=[O:60])[cH:43]2.[CH3:62][OH:63].[CH3:64][CH2:65][O:66][C:67](=[O:68])[CH3:69].[N+:1]([c:2]1[cH:3][cH:4][c:5](-[c:6]2[s:7][cH:8][cH:9][cH:10]2)[cH:11][c:12]1[NH:13][C:14](=[O:15])[c:16]1[cH:17][cH:18][c:19](-[c:20]2[nH:21][n:22][n:23][n:24]2)[cH:25][cH:26]1)([O-:27])=[O:28]>>[C:29]([CH3:30])(=[O:31])[O:32][CH2:33][CH2:34][n:35]1[c:36]([CH3:61])[n:37][c:38]2[c:39]1[cH:40][cH:41][c:42]([C:44]([NH:45][c:46]1[c:47]([NH2:57])[cH:48][cH:49][c:50](-[c:52]3[s:53][cH:54][cH:55][cH:56]3)[cH:51]1)=[O:60])[cH:43]2.